From a dataset of the Open Reaction Database (ORD), a public repository of structured organic reaction records. describe an organic reaction: reactants, conditions, products, and yield The reactants are O=C1CCC(=O)N1Br, CO, [K+], Nc1cccc(F)c1, N#C[S-]. Yields the product N#CSc1ccc(N)cc1F. RXN SMILES: [Br:1][N:2]1[C:3](=[O:4])[CH2:5][CH2:6][C:7]1=[O:8].[CH3:21][OH:22].[K+:9].[NH2:13][c:14]1[cH:15][cH:16][cH:17][c:18]([F:19])[cH:20]1.[S-:10][C:11]#[N:12]>>[S:10]([C:11]#[N:12])[c:17]1[cH:16][cH:15][c:14]([NH2:13])[cH:20][c:18]1[F:19]. Starting materials: BrC=1C=C(C=C(C1)[N+](=O)[O-])C(=O)N1CCOCC1 ((3-bromo-5-nitrophenyl)(morpholin-4-yl)methanone), C1(=CC=CC=C1)B(O)O (phenylboronic acid), C([O-])([O-])=O.[Na+].[Na+] (sodium carbonate), C1(=C(C=CC=C1)P(C1=C(C=CC=C1)C)C1=C(C=CC=C1)C)C (tri-o-tolylphosphine). Reagents/catalysts: C(C)(=O)[O-].[Pd+2].C(C)(=O)[O-] (palladium(II) acetate). Solvent: COCCOC (DME), O (water), C(C)(=O)OCC (ethyl acetate). Conditions: temperature 100 celsius. Yields the product N1(CCOCC1)C(=O)C=1C=C(C=C(C1)[N+](=O)[O-])C1=CC=CC=C1 (morpholin-4-yl(5-nitrobiphenyl-3-yl)methanone). RXN SMILES: Br[C:2]1[CH:3]=[C:4]([C:11]([N:13]2[CH2:18][CH2:17][O:16][CH2:15][CH2:14]2)=[O:12])[CH:5]=[C:6]([N+:8]([O-:10])=[O:9])[CH:7]=1.[C:19]1(B(O)O)[CH:24]=[CH:23][CH:22]=[CH:21][CH:20]=1.C(=O)([O-])[O-].[Na+].[Na+].C1(C)C=CC=CC=1P(C1C=CC=CC=1C)C1C=CC=CC=1C>COCCOC.O.C(OCC)(=O)C.C([O-])(=O)C.[Pd+2].C([O-])(=O)C>[N:13]1([C:11]([C:4]2[CH:3]=[C:2]([C:19]3[CH:24]=[CH:23][CH:22]=[CH:21][CH:20]=3)[CH:7]=[C:6]([N+:8]([O-:10])=[O:9])[CH:5]=2)=[O:12])[CH2:18][CH2:17][O:16][CH2:15][CH2:14]1 |f:2.3.4,9.10.11|. Procedure details: A suspension of (3-bromo-5-nitrophenyl)(morpholin-4-yl)methanone (200 mg, 0.635 mmol), phenylboronic acid (101 mg, 0.825 mmol), sodium carbonate (101 mg, 0.952 mmol), tri-o-tolylphosphine (19.32 mg, 0.063 mmol) and palladium(II) acetate in DME (1.02 mL) and water (0.25 mL) was heated to 100° C. for 3 hours, then allowed to cool to room temperature. The mixture was diluted with ethyl acetate (50 mL), filtered through CELITE, and washed with brine (30 mL). The organic extracts were dried over sodi... RXN SMILES: [Br:22][CH2:23][CH2:24][CH2:25][S:26][c:27]1[s:28][c:29]2[c:30]([n:31]1)[cH:32][cH:33][cH:34][cH:35]2.[C:36](=[O:37])([O-:38])[O-:39].[CH3:42][C:43](=[O:44])[CH3:45].[Cl:1][c:2]1[cH:3][cH:4][c:5]([CH:8]([O:9][CH:10]2[CH2:11][CH2:12][NH:13][CH2:14][CH2:15]2)[c:16]2[n:17][cH:18][cH:19][cH:20][cH:21]2)[cH:6][cH:7]1.[K+:40].[K+:41]>>[Cl:1][c:2]1[cH:3][cH:4][c:5]([CH:8]([O:9][CH:10]2[CH2:11][CH2:12][N:13]([CH2:23][CH2:24][CH2:25][S:26][c:27]3[s:28][c:29]4[c:30]([n:31]3)[cH:32][cH:33][cH:34][cH:35]4)[CH2:14][CH2:15]2)[c:16]2[n:17][cH:18][cH:19][cH:20][cH:21]2)[cH:6][cH:7]1. The product is Clc1ccc(C(OC2CCN(CCCSc3nc4ccccc4s3)CC2)c2ccccn2)cc1. Reactants: BrCCCSc1nc2ccccc2s1, O=C([O-])[O-], CC(C)=O, Clc1ccc(C(OC2CCNCC2)c2ccccn2)cc1, [K+], [K+]. Starting materials: [Si](C)(C)(C(C)(C)C)N1C(CCC1)=O (1-(tert-Butyldimethylsilyl)pyrrolidin-2-one), BrCCC=C (4-bromobut-1-ene), CCN(C(C)C)C(C)C (DIPEA), C(CCC)[Li] (n-Butyllithium). Solvent: C1CCOC1 (THF), C1CCOC1 (THF), C1CCOC1 (THF). Conditions: temperature 0 celsius. The product is C(CC=C)C1C(NCC1)=O (3-(but-3-en-1-yl)pyrrolidin-2-one). Isolated yield 62.4%. RXN SMILES: CCN(C(C)C)C(C)C.[CH2:10]([Li])[CH2:11][CH2:12][CH3:13].[Si]([N:22]1[CH2:26][CH2:25][CH2:24][C:23]1=[O:27])(C(C)(C)C)(C)C.BrCCC=C>C1COCC1>[CH2:10]([CH:24]1[CH2:25][CH2:26][NH:22][C:23]1=[O:27])[CH2:11][CH:12]=[CH2:13]. Procedure: DIPEA (0.393 mL, 2.76 mmol) was dissolved in THF (25 mL) and chilled to −78° C. n-Butyllithium (1.10 mL, 2.76 mmol) was then added, and the reaction was warmed to 0° C. and re-chilled to −78° C. 1-(tert-Butyldimethylsilyl)pyrrolidin-2-one (0.500 g, 2.51 mmol) was then added as a solution in THF (1 mL), and the reaction mixture was warmed to room temperature for 1 hour. The reaction was then re-cooled to −78° C., and 4-bromobut-1-ene (0.305 mL, 3.01 mmol) was added dropwise in THF (1 mL). The rea...